The task is: describe an organic reaction: reactants, conditions, products, and yield. This data is from the Open Reaction Database (ORD), a public repository of structured organic reaction records. Reactants: CO, [Na+], O=C([O-])O, O=S(=O)(O)O, O=C(O)C(c1ccccc1)c1ccccc1. The product is COC(=O)C(c1ccccc1)c1ccccc1. As a reaction SMILES: [CH3:27][OH:28].[Na+:26].[O-:22][C:23]([OH:24])=[O:25].[S:17](=[O:18])(=[O:19])([OH:20])[OH:21].[c:1]1([CH:7]([C:8](=[O:9])[OH:10])[c:11]2[cH:12][cH:13][cH:14][cH:15][cH:16]2)[cH:2][cH:3][cH:4][cH:5][cH:6]1>>[c:1]1([CH:7]([C:8](=[O:9])[O:10][CH3:23])[c:11]2[cH:12][cH:13][cH:14][cH:15][cH:16]2)[cH:2][cH:3][cH:4][cH:5][cH:6]1. Reactants: CCCCC, CN(C)C=O, CS(C)=O, C[S+](C)C, [H-], [I-], [Na+], C1CCOC1, O=C1CCCn2cncc21. Yields the product c1ncn2c1C1(CCC2)CO1. As a reaction SMILES: [CH3:22][CH2:23][CH2:24][CH2:25][CH3:26].[CH3:32][N:33]([CH3:34])[CH:35]=[O:36].[CH3:3][S:4](=[O:5])[CH3:6].[CH3:8][S+:9]([CH3:10])[CH3:11].[H-:1].[I-:7].[Na+:2].[O:27]1[CH2:28][CH2:29][CH2:30][CH2:31]1.[cH:12]1[n:13][cH:14][n:15]2[c:16]1[C:17](=[O:21])[CH2:18][CH2:19][CH2:20]2>>[CH2:8]1[C:17]2([c:16]3[cH:12][n:13][cH:14][n:15]3[CH2:20][CH2:19][CH2:18]2)[O:21]1. Starting materials: I(=O)(=O)(=O)[O-].[Na+] (Sodium periodate), CO (methanol), ClC1=C2C(=NC(=N1)N(C(=O)OC(C)(C)C)C(=O)OC(C)(C)C)N(N=C2CC(CO)O)CC2=CC=C(C=C2)OC (di-tert-butyl {4-chloro-3-(2,3-dihydroxypropyl)-1-(4-methoxybenzyl)-1H-pyrazolo[3,4-d]pyrimidin-6-yl}imidodicarbonate), O1CCCC1 (tetrahydrofuran). The solvent is O (water). Reaction conditions: time 1 hour. The product is ClC1=C2C(=NC(=N1)N(C(=O)OC(C)(C)C)C(=O)OC(C)(C)C)N(N=C2CCO)CC2=CC=C(C=C2)OC (Di-tert-butyl {4-chloro-3-(2-hydroxyethyl)-1-(4-methoxybenzyl)-1H-pyrazolo[3,4-d]pyrimidin-6-yl}imidodicarbonate). The yield is 89.8%. Reaction SMILES: I([O-])(=O)(=O)=O.[Na+].[Cl:7][C:8]1[N:13]=[C:12]([N:14]([C:22]([O:24][C:25]([CH3:28])([CH3:27])[CH3:26])=[O:23])[C:15]([O:17][C:18]([CH3:21])([CH3:20])[CH3:19])=[O:16])[N:11]=[C:10]2[N:29]([CH2:37][C:38]3[CH:43]=[CH:42][C:41]([O:44][CH3:45])=[CH:40][CH:39]=3)[N:30]=[C:31]([CH2:32][CH:33]([OH:36])CO)[C:9]=12.O1CCCC1.CO>O>[Cl:7][C:8]1[N:13]=[C:12]([N:14]([C:22]([O:24][C:25]([CH3:26])([CH3:27])[CH3:28])=[O:23])[C:15]([O:17][C:18]([CH3:19])([CH3:20])[CH3:21])=[O:16])[N:11]=[C:10]2[N:29]([CH2:37][C:38]3[CH:39]=[CH:40][C:41]([O:44][CH3:45])=[CH:42][CH:43]=3)[N:30]=[C:31]([CH2:32][CH2:33][OH:36])[C:9]=12 |f:0.1|. Procedure details: Sodium periodate (19 g) was added to a mixture composed of the above di-tert-butyl {4-chloro-3-(2,3-dihydroxypropyl)-1-(4-methoxybenzyl)-1H-pyrazolo[3,4-d]pyrimidin-6-yl}imidodicarbonate (10 g), tetrahydrofuran (100 ml), methanol (100 ml) and water (100 ml) under cooling in an ice bath, and the mixture was stirred at room temperature for one hour. The reaction mixture was separated with water (600 mL) and ethyl acetate (400 mL). The organic layer was washed with brine, and then dried over anhydr... Reactants: CN (methylamine), CC1CCC(NC1)=O (5-methyl-2-piperidone), 314, [NH4+].C(#N)C(CCC(=O)[O-])C (4-cyanopentanoic acid ammonium salt), CN (methylamine), CC(C(=O)O)CCC(=O)O (2-methylglutaric acid). The reagents and catalysts are [Pd] (Pd on carbon). The solvent is O (water). Run at temperature 160 celsius. The product is CN1C(CCC(C1)C)=O (1,5-dimethyl-2-piperidone). Yield: 72.8%. Reaction SMILES: CN.[NH4+].[C:4]([CH:6]([CH3:12])[CH2:7][CH2:8][C:9]([O-])=[O:10])#[N:5].[CH3:13]C1CNC(=O)CC1.CC(CCC(O)=O)C(O)=O>[Pd].O>[CH3:13][N:5]1[CH2:4][CH:6]([CH3:12])[CH2:7][CH2:8][C:9]1=[O:10] |f:1.2|. Procedure: Into a 100 mL graduated cylinder was placed 54.4 mL of an aqueous reaction mixture containing 1.84M 4-cyanopentanoic acid ammonium salt (0.1 mole 4-cyanopentanoic acid ammonium salt, produced by the enzymatic hydrolysis of 2-methylglutaronitrile; Example 9, filtered product mixture from reaction #5), then 25.8 ml of 40 wt. % methylamine (9.31 g methylamine, 0.3 mole) was added and the final volume adjusted to 100 mL with distilled water. The final concentrations of 4-cyanopentanoic acid ammonium...